Dataset: the Open Reaction Database (ORD), a public repository of structured organic reaction records. Task: describe an organic reaction: reactants, conditions, products, and yield Reactants: NCC(=O)N(C1=CC=CC=C1)CC(=O)N1CCC(CC1)(C)C (2-amino-N-[2-(4,4-dimethylpiperidino)-2-oxoethyl]-N-phenylacetamide), CC=1C=C(C=CC1)N=C=O (3-methylphenyl isocyanate). Yields the product CC1(CCN(CC1)C(CN(C(CNC(=O)NC1=CC(=CC=C1)C)=O)C1=CC=CC=C1)=O)C (N-[2-(4,4-dimethylpiperidino)-2-oxoethyl]-2-[3-(3-methylphenyl)ureido]-N-phenylacetamide). The yield is 48.6%. Reaction SMILES: [NH2:1][CH2:2][C:3]([N:5]([CH2:12][C:13]([N:15]1[CH2:20][CH2:19][C:18]([CH3:22])([CH3:21])[CH2:17][CH2:16]1)=[O:14])[C:6]1[CH:11]=[CH:10][CH:9]=[CH:8][CH:7]=1)=[O:4].[CH3:23][C:24]1[CH:25]=[C:26]([N:30]=[C:31]=[O:32])[CH:27]=[CH:28][CH:29]=1>>[CH3:21][C:18]1([CH3:22])[CH2:19][CH2:20][N:15]([C:13](=[O:14])[CH2:12][N:5]([C:6]2[CH:11]=[CH:10][CH:9]=[CH:8][CH:7]=2)[C:3](=[O:4])[CH2:2][NH:1][C:31]([NH:30][C:26]2[CH:27]=[CH:28][CH:29]=[C:24]([CH3:23])[CH:25]=2)=[O:32])[CH2:16][CH2:17]1. Reported procedure: The procedure is analogous to that described in Example 1, but 1.0 g of 2-amino-N-[2-(4,4-dimethylpiperidino)-2-oxoethyl]-N-phenylacetamide and 0.44 g of 3-methylphenyl isocyanate are used as the starting material. After recrystallization from an ethyl acetate/acetonitrile mixture (50-50 by volume), 0.7 g of N-[2-(4,4-dimethylpiperidino)-2-oxoethyl]-2-[3-(3-methylphenyl)ureido]-N-phenylacetamide melting at 205° C is obtained. Starting materials: ClC1=CC=C(N)C=C1 (4-chloro-aniline), C(C)(C)(C)OC(=O)N1[C@@H](CC1)C=O ((S)-2-formyl-azetidine-1-carboxylic acid tert.butyl ester), C([O-])(O)=O.[Na+] (sodium bicarbonate), C(#N)[BH3-].[Na+] (sodium cyanoborohydride). Run in CO (methanol), C(C)(=O)O (acetic acid). Run at time 2 hour. Yields the product C(C)(C)(C)OC(=O)N1[C@@H](CC1)CNC1=CC=C(C=C1)Cl ((S)-2-[(4-Chloro-phenylamino)-methyl]-azetidine-1-carboxylic acid tert-butyl ester). Yield: 74.1%. Reaction SMILES: [Cl:1][C:2]1[CH:8]=[CH:7][C:5]([NH2:6])=[CH:4][CH:3]=1.[C:9]([O:13][C:14]([N:16]1[CH2:19][CH2:18][C@H:17]1[CH:20]=O)=[O:15])([CH3:12])([CH3:11])[CH3:10].C([BH3-])#N.[Na+].C(=O)(O)[O-].[Na+]>CO.C(O)(=O)C>[C:9]([O:13][C:14]([N:16]1[CH2:19][CH2:18][C@H:17]1[CH2:20][NH:6][C:5]1[CH:7]=[CH:8][C:2]([Cl:1])=[CH:3][CH:4]=1)=[O:15])([CH3:12])([CH3:10])[CH3:11] |f:2.3,4.5|. Procedure: To a solution of 4-chloro-aniline (0.57 g, 4.5 mmol) in methanol (18 ml) were added acetic acid (2 ml), (S)-2-formyl-azetidine-1-carboxylic acid tert.butyl ester (1.74 g, 9.4 mmol) and after 15 min stirring sodium cyanoborohydride (0.57 g, 9.0 mmol). The resulting suspension was stirred for 2 hours at room temperature. Aqueous sodium bicarbonate solution (20 ml) was added and the mixture was extracted with ethyl acetate (3×20 ml). The combined organic layers were dried with magnesium sulphate, f... Reactants: OC1=CC(=NN1)C(=O)OCC (Ethyl 5-hydroxy-1H-pyrazole-3-carboxylate), BrCCCBr (1,3-dibromopropane), C([O-])([O-])=O.[K+].[K+] (potassium carbonate), [OH-].[Na+] (NaOH), Cl (HCl). Solvent: CO (MeOH), O (water), C(C)#N (acetonitrile). Run at time 2 hour. Yields the product N1=C(C=C2OCCCN21)C(=O)O (6,7-Dihydro-5H-pyrazolo[5,1-b][1,3]oxazine-2-carboxylic acid). As a reaction SMILES: [OH:1][C:2]1[NH:6][N:5]=[C:4]([C:7]([O:9]CC)=[O:8])[CH:3]=1.Br[CH2:13][CH2:14][CH2:15]Br.C(=O)([O-])[O-].[K+].[K+].[OH-].[Na+].Cl>C(#N)C.CO.O>[N:5]1[N:6]2[C:2]([O:1][CH2:13][CH2:14][CH2:15]2)=[CH:3][C:4]=1[C:7]([OH:9])=[O:8] |f:2.3.4,5.6|. Reported procedure: Ethyl 5-hydroxy-1H-pyrazole-3-carboxylate (0.5 g, 3.20 mmol), 1,3-dibromopropane (0.358 mL, 3.52 mmol) and potassium carbonate (1.770 g, 12.81 mmol) were heated at reflux in acetonitrile (20 mL) for 20 h then cooled to RT, filtered and evaporated in vacuo. The residue was dissolved in a mixture of MeOH (10 mL) and water (20 mL), NaOH (0.384 g, 9.61 mmol) added and stirred for 2 h. The reaction mixture was adjusted to pH5 with 2M HCl and purified by reverse phase HPLC with MeCN/aqTFA as eluent. T...